This data is from the Open Reaction Database (ORD), a public repository of structured organic reaction records. The task is: describe an organic reaction: reactants, conditions, products, and yield Reactants: O=C(CC(=O)OCC)CC (ethyl 3-oxopentanoate), COC(N(C)C)OC (1,1-dimethoxy-N,N-dimethylmethanamine). Run in CN(C)C=O (DMF). The product is CN(C)\C=C(\C(=O)OCC)/C(CC)=O ((E)-ethyl 2-((dimethylamino)methylene)-3-oxopentanoate). Yield: 100.0%. RXN SMILES: [O:1]=[C:2]([CH2:9][CH3:10])[CH2:3][C:4]([O:6][CH2:7][CH3:8])=[O:5].CO[CH:13](OC)[N:14]([CH3:16])[CH3:15]>CN(C=O)C>[CH3:13][N:14](/[CH:16]=[C:3](\[C:2](=[O:1])[CH2:9][CH3:10])/[C:4]([O:6][CH2:7][CH3:8])=[O:5])[CH3:15]. Procedure details: According to Scheme 9 Step 1: A solution of ethyl 3-oxopentanoate (13.9 mmol, 2.00 g) and of 1,1-dimethoxy-N,N-dimethylmethanamine (13.9 mmole, 1.84 mL) in DMF (10 mL) was microwaved for 30 min at 120° C. After evaporation of the solvent, 2.76 g (13.9 mmol) of (E)-ethyl 2-((dimethylamino)methylene)-3-oxopentanoate were obtained and used without further purification. Reactants: S(O)(O)(=O)=O (sulphuric acid), [N+](=O)(O)[O-] (nitric acid), FC=1C=C(C=O)C=CC1F (3,4-difluorobenzaldehyde), ice. Reaction conditions: temperature 5 celsius, time 3 hour. Yields the product FC=1C=C(C=O)C(=CC1F)[N+](=O)[O-] (3,4-difluoro-6-nitrobenzaldehyde). As a reaction SMILES: S(=O)(=O)(O)O.[F:6][C:7]1[CH:8]=[C:9]([CH:12]=[CH:13][C:14]=1[F:15])[CH:10]=[O:11].[N+:16]([O-])([OH:18])=[O:17]>>[F:6][C:7]1[CH:8]=[C:9]([C:12]([N+:16]([O-:18])=[O:17])=[CH:13][C:14]=1[F:15])[CH:10]=[O:11]. Procedure: To 520 cm3 of sulphuric acid, cooled to 0° C., are added, with stirring, 60 cm3 of fuming nitric acid, over 30 minutes. 100 g of 3,4-difluorobenzaldehyde are added over 30 minutes at approximately 0° C. to the solution obtained. The temperature is allowed to return to approximately 20° C. and stirring is continued for 3 hours at this temperature. After cooling to approximately 5° C., the reaction mixture is poured, over 30 minutes and with vigorous stirring, onto 1200 g of crushed ice. The tempe... Starting materials: O=C([O-])O, O=C(NCCC(O)C(=O)O)OCc1ccccc1, CCCCCC, O=C(Cl)OCc1ccccc1, [Na+], [Na+], [Na+], O=C([O-])[O-], C1CCOC1, O. Yields the product O=C(NCCC(OC(=O)c1ccccc1)C(=O)O)OCc1ccccc1. Reaction SMILES: [C:36](=[O:37])([OH:38])[O-:39].[CH2:1]([c:2]1[cH:3][cH:4][cH:5][cH:6][cH:7]1)[O:8][C:9](=[O:10])[NH:11][CH2:12][CH2:13][CH:14]([C:15](=[O:16])[OH:17])[OH:18].[CH3:47][CH2:48][CH2:49][CH2:50][CH2:51][CH3:52].[Cl:25][C:26](=[O:27])[O:28][CH2:29][c:30]1[cH:31][cH:32][cH:33][cH:34][cH:35]1.[Na+:19].[Na+:20].[Na+:40].[O-:21][C:22](=[O:23])[O-:24].[O:42]1[CH2:43][CH2:44][CH2:45][CH2:46]1.[OH2:41]>>[CH2:1]([c:2]1[cH:3][cH:4][cH:5][cH:6][cH:7]1)[O:8][C:9](=[O:10])[NH:11][CH2:12][CH2:13][CH:14]([C:15](=[O:16])[OH:17])[O:18][C:29](=[O:28])[c:30]1[cH:31][cH:32][cH:33][cH:34][cH:35]1. The solvent is C(Cl)Cl (DCM). The reactants are Cl.Cl.C(CCC)C1=C(C=C(N=N1)OC1C(CNCC1)CO)C1=CC=C(C=C1)OC1CCCCC1 ({4-[6-butyl-5-(4-cyclohexyloxy-phenyl)-pyridazin-3-yloxy]-piperidin-3-yl}-methanol dihydrochloride), C=O (paraformaldehyde), C(C)(=O)O[BH-](OC(C)=O)OC(C)=O.[Na+] (sodium triacetoxyborohydride). The reagents and catalysts are C(C)(=O)O (acetic acid). Procedure: A suspension of {4-[6-butyl-5-(4-cyclohexyloxy-phenyl)-pyridazin-3-yloxy]-piperidin-3-yl}-methanol dihydrochloride (0.059 mmol, 30 mg), 37% paraformaldehyde (0.205 mmol, 16 mg), and 1 drop of acetic acid in 3 mL of DCM was stirred for 5 min then added sodium triacetoxyborohydride (0.205 mmol, 43 mg) and continued stirring for 0.5 h at room temperature. Quenched with water, solvent was evaporated, the residue was diluted with ethyl acetate, and then washed with saturated NaHCO3 solution, brine. T... Yields the product C(CCC)C1=C(C=C(N=N1)OC1C(CN(CC1)C)CO)C1=CC=C(C=C1)OC1CCCCC1 ({4-[6-butyl-5-(4-cyclohexyloxy-phenyl)-pyridazin-3-yloxy]-1-methyl-piperidin-3-yl}-methanol). Run at time 5 minute. Reaction SMILES: Cl.Cl.[CH2:3]([C:7]1[N:12]=[N:11][C:10]([O:13][CH:14]2[CH2:19][CH2:18][NH:17][CH2:16][CH:15]2[CH2:20][OH:21])=[CH:9][C:8]=1[C:22]1[CH:27]=[CH:26][C:25]([O:28][CH:29]2[CH2:34][CH2:33][CH2:32][CH2:31][CH2:30]2)=[CH:24][CH:23]=1)[CH2:4][CH2:5][CH3:6].C=O.[C:37](O[BH-](OC(=O)C)OC(=O)C)(=O)C.[Na+]>C(O)(=O)C.C(Cl)Cl>[CH2:3]([C:7]1[N:12]=[N:11][C:10]([O:13][CH:14]2[CH2:19][CH2:18][N:17]([CH3:37])[CH2:16][CH:15]2[CH2:20][OH:21])=[CH:9][C:8]=1[C:22]1[CH:23]=[CH:24][C:25]([O:28][CH:29]2[CH2:34][CH2:33][CH2:32][CH2:31][CH2:30]2)=[CH:26][CH:27]=1)[CH2:4][CH2:5][CH3:6] |f:0.1.2,4.5|. Reactants: Cc1ccccc1, Clc1ncnc2c1ncn2C1CCCCO1, OCC(O)CN1CCN(C(c2ccc(F)cc2)c2ccc(F)cc2)CC1, [K+], C1COCCOCCOCCOCCOCCO1, [OH-], O. Yields the product OC(COc1ncnc2c1ncn2C1CCCCO1)CN1CCN(C(c2ccc(F)cc2)c2ccc(F)cc2)CC1. RXN SMILES: [CH3:63][c:64]1[cH:65][cH:66][cH:67][cH:68][cH:69]1.[Cl:1][c:2]1[c:3]2[n:4][cH:5][n:6]([CH:11]3[O:12][CH2:13][CH2:14][CH2:15][CH2:16]3)[c:7]2[n:8][cH:9][n:10]1.[F:37][c:38]1[cH:39][cH:40][c:41]([CH:44]([N:45]2[CH2:46][CH2:47][N:48]([CH2:51][CH:52]([CH2:53][OH:54])[OH:55])[CH2:49][CH2:50]2)[c:56]2[cH:57][cH:58][c:59]([F:62])[cH:60][cH:61]2)[cH:42][cH:43]1.[K+:18].[O:19]1[CH2:20][CH2:21][O:22][CH2:23][CH2:24][O:25][CH2:26][CH2:27][O:28][CH2:29][CH2:30][O:31][CH2:32][CH2:33][O:34][CH2:35][CH2:36]1.[OH-:17].[OH2:70]>>[c:2]1([O:54][CH2:53][CH:52]([CH2:51][N:48]2[CH2:47][CH2:46][N:45]([CH:44]([c:41]3[cH:40][cH:39][c:38]([F:37])[cH:43][cH:42]3)[c:56]3[cH:57][cH:58][c:59]([F:62])[cH:60][cH:61]3)[CH2:50][CH2:49]2)[OH:55])[c:3]2[n:4][cH:5][n:6]([CH:11]3[O:12][CH2:13][CH2:14][CH2:15][CH2:16]3)[c:7]2[n:8][cH:9][n:10]1. Reactants: CO, CC(=O)O, COc1cc2cc(C#CC3CCCCC3)cnc2cc1OC. Product: COc1cc2cc(CCC3CCCCC3)cnc2cc1OC. As a reaction SMILES: [CH3:23][OH:24].[CH3:25][C:26](=[O:27])[OH:28].[CH:1]1([C:7]#[C:8][c:9]2[cH:10][n:11][c:12]3[cH:13][c:14]([O:21][CH3:22])[c:15]([O:19][CH3:20])[cH:16][c:17]3[cH:18]2)[CH2:2][CH2:3][CH2:4][CH2:5][CH2:6]1>>[CH:1]1([CH2:7][CH2:8][c:9]2[cH:10][n:11][c:12]3[cH:13][c:14]([O:21][CH3:22])[c:15]([O:19][CH3:20])[cH:16][c:17]3[cH:18]2)[CH2:2][CH2:3][CH2:4][CH2:5][CH2:6]1. Starting materials: CC(C)(C)OC(=O)N1CC(=CC#N)C1, CC, CC#N, Cl, O=S(=O)(Cl)Cl. The product is CCS(=O)(=O)N1CC(=CC#N)C1. As a reaction SMILES: [C:1](#[N:2])[CH:3]=[C:4]1[CH2:5][N:6]([C:8]([O:9][C:10]([CH3:11])([CH3:12])[CH3:13])=[O:14])[CH2:7]1.[CH3:21][CH3:22].[CH3:23][C:24]#[N:25].[ClH:15].[S:16](=[O:17])(=[O:18])([Cl:19])[Cl:20]>>[C:1](#[N:2])[CH:3]=[C:4]1[CH2:5][N:6]([S:16](=[O:17])(=[O:18])[CH2:21][CH3:22])[CH2:7]1. The reactants are O=C1CCC(=O)N1Br, CC(C)(C)OC(=O)N1CC2CN(c3cncnc3)CC2C1, CC#N. The product is CC(C)(C)OC(=O)N1CC2CN(c3cnc(Br)nc3)CC2C1. Reaction SMILES: [Br:22][N:23]1[C:24](=[O:25])[CH2:26][CH2:27][C:28]1=[O:29].[C:1]([CH3:2])([CH3:3])([CH3:4])[O:5][C:6](=[O:7])[N:8]1[CH2:9][CH:10]2[CH2:11][N:12]([c:16]3[cH:17][n:18][cH:19][n:20][cH:21]3)[CH2:13][CH:14]2[CH2:15]1.[CH3:30][C:31]#[N:32]>>[C:1]([CH3:2])([CH3:3])([CH3:4])[O:5][C:6](=[O:7])[N:8]1[CH2:9][CH:10]2[CH2:11][N:12]([c:16]3[cH:17][n:18][c:19]([Br:22])[n:20][cH:21]3)[CH2:13][CH:14]2[CH2:15]1.